Dataset: the Open Reaction Database (ORD), a public repository of structured organic reaction records. Task: describe an organic reaction: reactants, conditions, products, and yield Reactants: BrCCOc1ccc(Br)cc1, CS(C)=O, N#CCc1ccc(Cl)cc1Cl, [H-], [Na+]. Product: N#CC(CCOc1ccc(Br)cc1)c1ccc(Cl)cc1Cl. Reaction SMILES: [Br:14][c:15]1[cH:16][cH:17][c:18]([O:21][CH2:22][CH2:23][Br:24])[cH:19][cH:20]1.[CH3:25][S:26]([CH3:27])=[O:28].[Cl:3][c:4]1[c:5]([CH2:11][C:12]#[N:13])[cH:6][cH:7][c:8]([Cl:10])[cH:9]1.[H-:1].[Na+:2]>>[Cl:3][c:4]1[c:5]([CH:11]([C:12]#[N:13])[CH2:23][CH2:22][O:21][c:18]2[cH:17][cH:16][c:15]([Br:14])[cH:20][cH:19]2)[cH:6][cH:7][c:8]([Cl:10])[cH:9]1. Starting materials: COC(C1=CC=C(C=C1)OCCCCCCCCCCCCCCCCCC)=O (Methyl-4-octadecyloxy-benzoate), C1(=CC=CC=C1)O (phenol), C(\C=C\CCCCCCC)O (trans-2-Decenol), CCOC(=O)/N=N/C(=O)OCC (DEAD). The solvent is CCOCC (ether). Product: COC(C1=CC=C(C=C1)OC\C=C\CCCCCCC)=O (Methyl-4-(trans-2-decenyloxy)-benzoate). Yield: 65.0%. RXN SMILES: C1(O)C=CC=CC=1.C(O)/C=C/CCCCCCC.CCOC(/N=N/C(OCC)=O)=O.[CH3:31][O:32][C:33](=[O:59])[C:34]1[CH:39]=[CH:38][C:37]([O:40][CH2:41][CH2:42][CH2:43][CH2:44][CH2:45][CH2:46][CH2:47][CH2:48][CH2:49][CH2:50]CCCCCCCC)=[CH:36][CH:35]=1>CCOCC>[CH3:31][O:32][C:33](=[O:59])[C:34]1[CH:39]=[CH:38][C:37]([O:40][CH2:41]/[CH:42]=[CH:43]/[CH2:44][CH2:45][CH2:46][CH2:47][CH2:48][CH2:49][CH3:50])=[CH:36][CH:35]=1. Reported procedure: Phenol 34 (486 mg, 3.2 mmol), 2-decenol 26g (500 mg, 3.2 mmol), TPP (965 mg, 3.68 mmol), and DEAD (641 mg, 3.68 mmol) in 32 ml ether were reacted according to the procedure for compound 35a. The crude product was purified via flash chromatography over silica gel with gradual elutions from 95/5-90/10 (v/v, Hex/EtOAc). Evaporation of solvent yielded 603 mg (65%) of colorless needles. Reactants: C(C)(=O)[O-].[Na+] (sodium acetate), ClN1C(N(C(N(C1=O)Cl)=O)Cl)=O (trichloroisocyanuric acid), OC1C(=O)OCC1(C)C (2-hydroxy-3,3-dimethyl-γ-butyrolactone). The reagents and catalysts are CC1(CCCC(N1[O])(C)C)C (TEMPO). Solvent: C(Cl)Cl (methylene chloride), C(Cl)Cl (methylene chloride). Conditions: temperature 0 celsius. Product: CC1(COC(=O)C1=O)C (ketopantolactone). Yield: 86.0%. Reaction SMILES: [OH:1][CH:2]1[C:7]([CH3:9])([CH3:8])[CH2:6][O:5][C:3]1=[O:4].C([O-])(=O)C.[Na+].ClN1C(=O)N(Cl)C(=O)N(Cl)C1=O>C(Cl)Cl.CC1(C)N([O])C(C)(C)CCC1>[CH3:8][C:7]1([CH3:9])[C:2](=[O:1])[C:3](=[O:4])[O:5][CH2:6]1 |f:1.2,^1:33|. Procedure details: 5 g (38.4 mmol) of 2-hydroxy-3,3-dimethyl-γ-butyrolactone (pantolactone) were dissolved in 118 ml of methylene chloride in a 200 ml sulphonation flask. 3.3 g (40.2 mmol) of sodium acetate and 3.6 g (15.5 mmol) of trichloroisocyanuric acid were added thereto. The mixture was cooled to 0° C. while stirring. A solution of 38.2 mg (0.24 mmol) of TEMPO in 2 ml of methylene chloride was dosed in within 10 minutes. The temperature was held at 0°-3° C. by constant cooling. After a reaction period of 7 h... Conditions: temperature 80 celsius, time 17 hour. Run in C1(=CC=CC=C1)C (toluene). The product is COC(CC1=COC2=C1C=CC(=C2)OCC2=C(C=C(C=C2)Cl)Cl)=O (Methyl(6-((2,4-dichlorobenzyl)oxy)-1-benzofuran-3-yl)acetate). Procedure details: To a mixture of methyl((3S)-6-((2,4-dichlorobenzyl)oxy)-2,3-dihydro-1-benzofuran-3-yl)acetate (367 mg) in toluene (5.0 mL) was added DDQ (272 mg). The mixture was stirred at 80° C. for 17 h. After cooling, the insoluble material was removed by filtration and the filtrate was concentrated in vacuo. The residue was purified by silica gel column chromatography (EtOAc/hexane) to give the title compound (263.6 mg). Reactants: COC(C[C@@H]1COC2=C1C=CC(=C2)OCC2=C(C=C(C=C2)Cl)Cl)=O (methyl((3S)-6-((2,4-dichlorobenzyl)oxy)-2,3-dihydro-1-benzofuran-3-yl)acetate), C(#N)C1=C(C(=O)C(=C(C1=O)Cl)Cl)C#N (DDQ). The yield is 72.2%. RXN SMILES: [CH3:1][O:2][C:3](=[O:24])[CH2:4][C@H:5]1[C:9]2[CH:10]=[CH:11][C:12]([O:14][CH2:15][C:16]3[CH:21]=[CH:20][C:19]([Cl:22])=[CH:18][C:17]=3[Cl:23])=[CH:13][C:8]=2[O:7][CH2:6]1.C(C1C(=O)C(Cl)=C(Cl)C(=O)C=1C#N)#N>C1(C)C=CC=CC=1>[CH3:1][O:2][C:3](=[O:24])[CH2:4][C:5]1[C:9]2[CH:10]=[CH:11][C:12]([O:14][CH2:15][C:16]3[CH:21]=[CH:20][C:19]([Cl:22])=[CH:18][C:17]=3[Cl:23])=[CH:13][C:8]=2[O:7][CH:6]=1. Starting materials: O=C[C@H](O)[C@@H](O)[C@H](O)[C@H](O)CO (glucose), ferrous sulfate, S(=O)(=O)([O-])[O-].[Mg+2] (magnesium sulfate), C(C1=CN=CC=C1)(=O)N (nicotinamide), NC(C)C(=O)O (DL-alanine), OC(=O)CCCC[C@@H]1SC[C@@H]2NC(=O)N[C@H]12 (biotin), S(=O)(=O)([O-])[O-].[NH4+].[NH4+] (ammonium sulfate), [K] (potassium), CC1=C(SC=[N+]1CC=2C=NC(=NC2N)C)CCO.Cl.[Cl-] (thiamine hydrochloride). Product: N[C@@H](CCCCN)C(=O)O (L-lysine). RXN SMILES: O=C[C@@H]([C@H]([C@@H]([C@@H](CO)O)O)O)O.S([O-])([O-])(=O)=O.[NH4+].[NH4+].[K].S([O-])([O-])(=O)=O.[Mg+2].CC1[N+](CC2C=NC(C)=NC=2N)=CSC=1CCO.Cl.[Cl-].[OH:47][C:48](CCCC[C@H]1[C@@H]2[C@@H](NC(N2)=O)CS1)=[O:49].[C:63]([NH2:71])(=O)[C:64]1[CH:69]=[CH:68][CH:67]=[N:66]C=1.NC(C(O)=O)C>>[NH2:71][C@H:63]([C:48]([OH:49])=[O:47])[CH2:64][CH2:69][CH2:68][CH2:67][NH2:66] |f:1.2.3,5.6,7.8.9,^1:19|. Procedure details: An aqueous solution medium having a composition of 10% of glucose, 2% of ammonium sulfate, 0.1% of potassium primary phosphate, 0.04% of magnesium sulfate, 0.001% of ferrous sulfate, 200 μg/l of thiamine hydrochloride, 500 μg/l of biotin, 5 ml/dl of Aji-Eki®, 1 mg/dl of nicotinamide and 0.1% of DL-alanine, at pH 7.0, was charged in an amount of 300 ml into separate small sized glass jar fermenters. After sterilizing in a conventional manner, the various L-lysine-producing bacterial strains shown... The reactants are CC1CN(CP(=O)(O)O)CC(=O)O1, Cl, O. Product: CC(O)CN(CC(=O)O)CP(=O)(O)O. Reaction SMILES: [CH3:2][CH:3]1[CH2:4][N:5]([CH2:10][P:11](=[O:12])([OH:13])[OH:14])[CH2:6][C:7](=[O:9])[O:8]1.[ClH:1].[OH2:15]>>[CH3:2][CH:3]([CH2:4][N:5]([CH2:6][C:7](=[O:9])[OH:15])[CH2:10][P:11](=[O:12])([OH:13])[OH:14])[OH:8]. Reactants: CC(=O)O, CCO, Sc1ccc(Cl)cc1, O=Cc1cc(F)ccc1F, O=c1cc(O)c2ccccc2o1, c1ccncc1. The product is O=c1oc2ccccc2c(O)c1C(Sc1ccc(Cl)cc1)c1cc(F)ccc1F. As a reaction SMILES: [CH3:1][C:2](=[O:3])[OH:4].[CH3:41][CH2:42][OH:43].[Cl:33][c:34]1[cH:35][cH:36][c:37]([SH:40])[cH:38][cH:39]1.[F:11][c:12]1[c:13]([CH:14]=[O:15])[cH:16][c:17]([F:20])[cH:18][cH:19]1.[OH:21][c:22]1[cH:23][c:24](=[O:32])[o:25][c:26]2[cH:27][cH:28][cH:29][cH:30][c:31]12.[cH:5]1[cH:6][cH:7][n:8][cH:9][cH:10]1>>[F:11][c:12]1[c:13]([CH:14]([c:23]2[c:22]([OH:21])[c:31]3[c:26]([o:25][c:24]2=[O:32])[cH:27][cH:28][cH:29][cH:30]3)[S:40][c:37]2[cH:36][cH:35][c:34]([Cl:33])[cH:39][cH:38]2)[cH:16][c:17]([F:20])[cH:18][cH:19]1.